This data is from the Open Reaction Database (ORD), a public repository of structured organic reaction records. The task is: describe an organic reaction: reactants, conditions, products, and yield Reactants: N1=CC(=CC=C1)OCC1=CC(=C(C(=O)O)C=C1)C1=CC=CC=C1 (4-(3-pyridyloxymethyl)-2-phenylbenzoic acid), Cl.C(C)(C)OC([C@@H](N)CCSC)=O (methionine isopropyl ester hydrochloride), CI NH3. Yields the product C(C)(C)OC([C@@H](NC(C1=C(C=C(C=C1)COC=1C=NC=CC1)C1=CC=CC=C1)=O)CCSC)=O ([4-(3-Pyridyloxymethyl)-2-phenylbenzoyl]methionine Isopropyl Ester). As a reaction SMILES: [N:1]1[CH:6]=[CH:5][CH:4]=[C:3]([O:7][CH2:8][C:9]2[CH:17]=[CH:16][C:12]([C:13](O)=[O:14])=[C:11]([C:18]3[CH:23]=[CH:22][CH:21]=[CH:20][CH:19]=3)[CH:10]=2)[CH:2]=1.Cl.[CH:25]([O:28][C:29](=[O:36])[C@H:30]([CH2:32][CH2:33][S:34][CH3:35])[NH2:31])([CH3:27])[CH3:26]>>[CH:25]([O:28][C:29](=[O:36])[C@H:30]([CH2:32][CH2:33][S:34][CH3:35])[NH:31][C:13](=[O:14])[C:12]1[CH:16]=[CH:17][C:9]([CH2:8][O:7][C:3]2[CH:2]=[N:1][CH:6]=[CH:5][CH:4]=2)=[CH:10][C:11]=1[C:18]1[CH:19]=[CH:20][CH:21]=[CH:22][CH:23]=1)([CH3:27])[CH3:26] |f:1.2|. Reported procedure: The desired compound was prepared by coupling of 4-(3-pyridyloxymethyl)-2-phenylbenzoic acid, prepared as in Example 228D with methionine isopropyl ester hydrochloride, prepared as in Example 229B using the procedure of Example 186C. 1H NMR (300 MHz, CD3OD) δ 8.70 (d, 1H), 8.46 (d, 1H), 8.31 (ddd, 1H), 8.01 (dd, 1H), 7.58 (m, 3H), 7.33-7.47 (m, 5H), 5.45 (s, 2H), 5.00 (heptet, 1H), 4.44 (m, 1H), 2.00-2.24 (m, 2H), 2.01 (s, 3H), 1.96 (m, 1H), 1.77 (m, 1H), 1.24 (d, 3H), 1.22 (d, 3H). MS (CI NH3) ... Reactants: [K].COC=1C=C(C=C(C1)OC)S (3,5-dimethoxythiophenol potassium salt), FC=1C=CC(=C(C1)C)[N+](=O)[O-] (5-fluoro-2-nitrotoluene). Solvent: CN1C(CCC1)=O (1-methyl-2-pyrrolidone). Reaction conditions: temperature 160 celsius, time 5 hour. The product is COC=1C=C(C=C(C1)OC)SC1=CC(=C(C=C1)[N+](=O)[O-])C (1-(3,5-dimethoxyphenylsulphanyl)-3-methyl-4-nitrobenzene). Yield: 53.5%. Reaction SMILES: [K].[CH3:2][O:3][C:4]1[CH:5]=[C:6]([SH:12])[CH:7]=[C:8]([O:10][CH3:11])[CH:9]=1.F[C:14]1[CH:15]=[CH:16][C:17]([N+:21]([O-:23])=[O:22])=[C:18]([CH3:20])[CH:19]=1>CN1CCCC1=O>[CH3:11][O:10][C:8]1[CH:7]=[C:6]([S:12][C:14]2[CH:15]=[CH:16][C:17]([N+:21]([O-:23])=[O:22])=[C:18]([CH3:20])[CH:19]=2)[CH:5]=[C:4]([O:3][CH3:2])[CH:9]=1 |f:0.1,^1:0|. Procedure: 0.426 g (0.0021 mol) of 3,5-dimethoxythiophenol potassium salt was dissolved in 7 ml of 1-methyl-2-pyrrolidone, treated with 0.317 g (0.0021 mol) of 5-fluoro-2-nitrotoluene and a spatula tip of Cu powder and stirred at 160° C. for about 5 hrs. Thereafter, the reaction mixture was partitioned in water/diethyl ether and the organic phase was washed with sat. sodium chloride solution and dried over MgSO4. After filtration and removal of the solvent the residue was chromatographed on silica gel with... Starting materials: C(=CC1=CC=CC=C1)/C/1=C/C(=O)OC1=O (styrene-maleic anhydride), C=CC1=CC=CC=C1.C1=CC(=O)OC1=O (Lytron 810), CN(CCCN)C (N,N-dimethyl-1,3-propanediamine). Run in CN(C=O)C (dimethylformamide). Reaction conditions: temperature 110 celsius. The product is C=CC1=CC=CC=C1.CN(CCCN1C(C=CC1=O)=O)C (styrene N-(3-dimethylaminopropyl)maleimide). As a reaction SMILES: [CH:1]([C:9]1=[CH:10][C:11]([O:13][C:14]1=[O:15])=O)=[CH:2][C:3]1[CH:8]=[CH:7][CH:6]=[CH:5][CH:4]=1.C=CC1C=CC=CC=1.C1C(=O)OC(=O)C=1.[CH3:31][N:32]([CH3:37])[CH2:33][CH2:34][CH2:35][NH2:36]>CN(C)C=O>[CH2:1]=[CH:2][C:3]1[CH:8]=[CH:7][CH:6]=[CH:5][CH:4]=1.[CH3:31][N:32]([CH3:37])[CH2:33][CH2:34][CH2:35][N:36]1[C:14](=[O:15])[CH:9]=[CH:10][C:11]1=[O:13] |f:1.2,5.6|. Procedure details: A solution of 250 g of copoly(styrene-maleic anhydride (commercially available from the Monsanto Chemical Company under the tradename of Lytron 810) in 2500 ml of dry dimethylformamide is made by stirring in a 5-liter flask, containing a reflux condenser, thermometer, stirrer, and dropping funnel. The mixture is heated to 110°C and 230 g of N,N-dimethyl-1,3-propanediamine is added slowly at a rate to keep the mixture boiling slightly. Polymer precipitates as a gummy mass at first but goes back i... Reactants: Nc1nccc2occ(Br)c12, O=C([O-])O, C1COCCO1, CC(C)(C)OC(=O)N1CCc2c1ccc(B1OC(C)(C)C(C)(C)O1)c2F, [Na+]. Product: CC(C)(C)OC(=O)N1CCc2c1ccc(-c1coc3ccnc(N)c13)c2F. Reaction SMILES: [Br:1][c:2]1[cH:3][o:4][c:5]2[c:6]1[c:7]([NH2:11])[n:8][cH:9][cH:10]2.[C:38](=[O:39])([OH:40])[O-:41].[CH2:43]1[O:44][CH2:45][CH2:46][O:47][CH2:48]1.[F:12][c:13]1[c:14]2[c:18]([cH:19][cH:20][c:21]1[B:22]1[O:23][C:24]([CH3:25])([CH3:26])[C:27]([CH3:28])([CH3:29])[O:30]1)[N:17]([C:31](=[O:32])[O:33][C:34]([CH3:35])([CH3:36])[CH3:37])[CH2:16][CH2:15]2.[Na+:42]>>[c:2]1(-[c:21]2[c:13]([F:12])[c:14]3[c:18]([cH:19][cH:20]2)[N:17]([C:31](=[O:32])[O:33][C:34]([CH3:35])([CH3:36])[CH3:37])[CH2:16][CH2:15]3)[cH:3][o:4][c:5]2[c:6]1[c:7]([NH2:11])[n:8][cH:9][cH:10]2. Starting materials: [Cl-].[Al+3].[Cl-].[Cl-] (Aluminum chloride), C(C)(CC)C1=CC=C(C=C1)N(C#N)C (N-4-sec-butylphenyl-N-methyl cyanamide), Cl.C(C)(CC)C1=CC=C(C=C1)N (4-sec-butylphenyl amine hydrochloride). Solvent: ClC1=CC=CC=C1 (chlorobenzene). Reaction conditions: time 2 hour. Yields the product C(C)(CC)C1=CC=C(C=C1)N(C(=N)NC1=CC=C(C=C1)C(C)CC)C (N,N′-bis(4-sec-Butylphenyl)-N-methyl guanidine). The yield is 52.1%. Reaction SMILES: [Cl-].[Al+3].[Cl-].[Cl-].[CH:5]([C:9]1[CH:14]=[CH:13][C:12]([N:15]([CH3:18])[C:16]#[N:17])=[CH:11][CH:10]=1)([CH2:7][CH3:8])[CH3:6].Cl.[CH:20]([C:24]1[CH:29]=[CH:28][C:27]([NH2:30])=[CH:26][CH:25]=1)([CH2:22][CH3:23])[CH3:21]>ClC1C=CC=CC=1>[CH:5]([C:9]1[CH:10]=[CH:11][C:12]([N:15]([CH3:18])[C:16]([NH:30][C:27]2[CH:28]=[CH:29][C:24]([CH:20]([CH2:22][CH3:23])[CH3:21])=[CH:25][CH:26]=2)=[NH:17])=[CH:13][CH:14]=1)([CH2:7][CH3:8])[CH3:6] |f:0.1.2.3,5.6|. Procedure details: Aluminum chloride (0.42 g, 3.1 mmol) was added to a stirred solution of N-4-sec-butylphenyl-N-methyl cyanamide (0.534 g, 2.84 mmol) in chlorobenzene (15 mL) at 145° C. After 10 minutes 4-sec-butylphenyl amine hydrochloride (0.474 g, 2.56 mmol, prepared from 4-sec-butyl aniline and 1.0 M HCl-ether) was added and continued reflux. After 2 hours, the reaction mixture was evaporated and the product was purified by flash chromatography to afford the title compound (0.45 g, 65%) as a syrup. TLC: Rf=0.... The yield is 80.0%. The product is C1(=CC=C(C=C1)S(=O)(=O)OC[C@@H]1CC[C@H](CC1)C1=CC=C(C#N)C=C1)C (4-{trans-4'-(p-toluenesulfonyloxymethyl)cyclohexyl}benzonitrile). Procedure: Into a 1 l capacity three-necked flask were added 4-{trans-4'-(hydroxymethyl)cyclohexyl}benzonitrile (75.6 g, 0.35 mol) and pyridine (150 ml), followed by cooling these down to 0° C., dropwise adding a pyridine solution (150 ml) of p-toluenesulfonyl chloride (70.3 g, 0.37 mol) over one hour, agitating these at room temperature for 2 hours, allowing them to stand overnight, adding water (500 ml), extracting with toluene, three times washing with water (300 ml), drying over magnesium sulfate, remo... Reaction conditions: temperature 0 celsius, time 2 hour. Starting materials: OC[C@@H]1CC[C@H](CC1)C1=CC=C(C#N)C=C1 (4-{trans-4'-(hydroxymethyl)cyclohexyl}benzonitrile), N1=CC=CC=C1 (pyridine), N1=CC=CC=C1 (pyridine), C1(=CC=C(C=C1)S(=O)(=O)Cl)C (p-toluenesulfonyl chloride). As a reaction SMILES: [OH:1][CH2:2][C@H:3]1[CH2:8][CH2:7][C@H:6]([C:9]2[CH:16]=[CH:15][C:12]([C:13]#[N:14])=[CH:11][CH:10]=2)[CH2:5][CH2:4]1.N1C=CC=CC=1.[C:23]1([CH3:33])[CH:28]=[CH:27][C:26]([S:29](Cl)(=[O:31])=[O:30])=[CH:25][CH:24]=1>O>[C:23]1([CH3:33])[CH:28]=[CH:27][C:26]([S:29]([O:1][CH2:2][C@H:3]2[CH2:8][CH2:7][C@H:6]([C:9]3[CH:10]=[CH:11][C:12]([C:13]#[N:14])=[CH:15][CH:16]=3)[CH2:5][CH2:4]2)(=[O:31])=[O:30])=[CH:25][CH:24]=1. Run in O (water).